This data is from the Open Reaction Database (ORD), a public repository of structured organic reaction records. The task is: describe an organic reaction: reactants, conditions, products, and yield The reactants are CC=1NC=2C(CCCC2C1C(=O)O)=O (2-methyl-7-oxo-4,5,6,7-tetrahydro-1H-indole-3-carboxylic acid), N1(CCCC1)CCCN (3-(pyrrolidin-1-yl)propan-1-amine). Yields the product CC=1NC=2C(CCCC2C1C(=O)NCCCN1CCCC1)=O (2-methyl-7-oxo-N-(3-(pyrrolidin-1-yl)propyl)-4,5,6,7-tetrahydro-1H-indole-3-carboxamide). The yield is 82.4%. RXN SMILES: [CH3:1][C:2]1[NH:3][C:4]2[C:5](=[O:14])[CH2:6][CH2:7][CH2:8][C:9]=2[C:10]=1[C:11]([OH:13])=O.[N:15]1([CH2:20][CH2:21][CH2:22][NH2:23])[CH2:19][CH2:18][CH2:17][CH2:16]1>>[CH3:1][C:2]1[NH:3][C:4]2[C:5](=[O:14])[CH2:6][CH2:7][CH2:8][C:9]=2[C:10]=1[C:11]([NH:23][CH2:22][CH2:21][CH2:20][N:15]1[CH2:19][CH2:18][CH2:17][CH2:16]1)=[O:13]. Procedure: Similar procedure as Example 2, 2-methyl-7-oxo-4,5,6,7-tetrahydro-1H-indole-3-carboxylic acid (S4) 0.2 g (1.0 mmol) and 3-(pyrrolidin-1-yl)propan-1-amine 0.27 g (2.1 mmol) was reacted to give 0.25 g (82%) of the titled compound as a white solid.